This data is from the Open Reaction Database (ORD), a public repository of structured organic reaction records. The task is: describe an organic reaction: reactants, conditions, products, and yield Reactants: CC(C)(C)OC(=O)CCc1ccc(OCc2cccc(Br)c2)cc1, O=C([O-])[O-], CCO, CCOC(C)=O, Cc1ccccc1, O=Cc1ccccc1B(O)O, [K+], [K+]. Product: CC(C)(C)OC(=O)CCc1ccc(OCc2cccc(-c3ccccc3C=O)c2)cc1. RXN SMILES: [Br:1][c:2]1[cH:3][c:4]([CH2:5][O:6][c:7]2[cH:8][cH:9][c:10]([CH2:13][CH2:14][C:15](=[O:16])[O:17][C:18]([CH3:19])([CH3:20])[CH3:21])[cH:11][cH:12]2)[cH:22][cH:23][cH:24]1.[C:36](=[O:37])([O-:38])[O-:39].[CH3:42][CH2:43][OH:44].[CH3:45][CH2:46][O:47][C:48](=[O:49])[CH3:50].[CH3:51][c:52]1[cH:53][cH:54][cH:55][cH:56][cH:57]1.[CH:25](=[O:26])[c:27]1[c:28]([B:33]([OH:34])[OH:35])[cH:29][cH:30][cH:31][cH:32]1.[K+:40].[K+:41]>>[c:2]1(-[c:28]2[c:27]([CH:25]=[O:26])[cH:32][cH:31][cH:30][cH:29]2)[cH:3][c:4]([CH2:5][O:6][c:7]2[cH:8][cH:9][c:10]([CH2:13][CH2:14][C:15](=[O:16])[O:17][C:18]([CH3:19])([CH3:20])[CH3:21])[cH:11][cH:12]2)[cH:22][cH:23][cH:24]1. The reactants are FC=1C=C(C=CC1)I (3-fluoroiodobenzene), BrCCBr (1,2-dibromoethane), IC1CN(C1)C(=O)OC(C)(C)C (tert-Butyl 3-iodoazetidine-1-carboxylate), Cl[Si](C)(C)C (chlorotrimethylsilane), resultant mixture. The reagents and catalysts are C=1C=CC(=CC1)/C=C/C(=O)/C=C/C2=CC=CC=C2.C=1C=CC(=CC1)/C=C/C(=O)/C=C/C2=CC=CC=C2.C=1C=CC(=CC1)/C=C/C(=O)/C=C/C2=CC=CC=C2.[Pd].[Pd] (tris(dibenzylideneacetone)dipalladium(0)), O1C(=CC=C1)P(C=1OC=CC1)C=1OC=CC1 (tris(2-furyl)phosphine), [Zn] (zinc). Solvent: CN(C)C=O (DMF), CN(C)C=O (DMF), O (water), C(C)(=O)OCC (ethyl acetate). Reaction conditions: time 45 minute. The product is FC=1C=C(C=CC1)C1CN(C1)C(=O)OC(C)(C)C (tert-butyl 3-(3-fluorophenyl)azetidine-1-carboxylate). Isolated yield 56.8%. As a reaction SMILES: BrCCBr.Cl[Si](C)(C)C.I[CH:11]1[CH2:14][N:13]([C:15]([O:17][C:18]([CH3:21])([CH3:20])[CH3:19])=[O:16])[CH2:12]1.[F:22][C:23]1[CH:24]=[C:25](I)[CH:26]=[CH:27][CH:28]=1>CN(C=O)C.O.C(OCC)(=O)C.[Zn].C1C=CC(/C=C/C(/C=C/C2C=CC=CC=2)=O)=CC=1.C1C=CC(/C=C/C(/C=C/C2C=CC=CC=2)=O)=CC=1.C1C=CC(/C=C/C(/C=C/C2C=CC=CC=2)=O)=CC=1.[Pd].[Pd].O1C=CC=C1P(C1OC=CC=1)C1OC=CC=1>[F:22][C:23]1[CH:28]=[C:27]([CH:11]2[CH2:14][N:13]([C:15]([O:17][C:18]([CH3:21])([CH3:20])[CH3:19])=[O:16])[CH2:12]2)[CH:26]=[CH:25][CH:24]=1 |f:8.9.10.11.12|. Procedure: A solution of 1,2-dibromoethane (0.30 g) in anhydrous DMF (25 ml) was stirred with zinc dust (1.39 g) at 70° C. for 10 minutes then cooled to room temperature and chlorotrimethylsilane was (0.155 g) added. The resultant mixture was stirred at room temperature for 45 minutes. tert-Butyl 3-iodoazetidine-1-carboxylate (5 g) added and stirring was continued at 40° C. for 45 minutes then a solution of 3-fluoroiodobenzene (4.08 g), tris(dibenzylideneacetone)dipalladium(0) (0.325 g) and tris(2-furyl)ph... Starting materials: N1=C(C=CC=C1)NN (2-pyridylhydrazine), C(C)OC=C(C(=O)OCC)C(=O)C (ethyl 2-ethoxymethyleneacetoacetate). The product is CC1=C(C=NN1C1=NC=CC=C1)C(=O)O (5-Methyl-1-(2-pyridyl)pyrazole-4-carboxylic acid). The yield is 63.1%. RXN SMILES: [N:1]1[CH:6]=[CH:5][CH:4]=[CH:3][C:2]=1[NH:7][NH2:8].C(O[CH:12]=[C:13]([C:19]([CH3:21])=O)[C:14]([O:16]CC)=[O:15])C>>[CH3:21][C:19]1[N:7]([C:2]2[CH:3]=[CH:4][CH:5]=[CH:6][N:1]=2)[N:8]=[CH:12][C:13]=1[C:14]([OH:16])=[O:15]. Reported procedure: By the reaction and treatment in the same manner as in Starting Material Synthesis Example 1 using 2-pyridylhydrazine (8.0 g) and ethyl 2-ethoxymethyleneacetoacetate (13.7 g), the title compound (9.4 g) was obtained, melting point: 165° C. Reactants: FC=1C=CC(=C(C1)[C@@H]1N(CCC1)C1=NC=2N(C=C1)N=CC2C(=O)OCC)O ((R)-ethyl 5-(2-(5-fluoro-2-hydroxyphenyl)pyrrolidin-1-yl)pyrazolo[1,5-a]pyrimidine-3-carboxylate), ClCC1OC(OC1)(C)C (4-(chloromethyl)-2,2-dimethyl-1,3-dioxolane), C([O-])([O-])=O.[K+].[K+] (potassium carbonate), [Br-].[Na+] (sodium bromide). The solvent is CN(C)C=O (DMF). Reaction conditions: temperature 100 celsius. The product is CC1(OCC(O1)COC1=C(C=C(C=C1)F)[C@@H]1N(CCC1)C1=NC=2N(C=C1)N=CC2C(=O)OCC)C (ethyl 5-((2R)-2-(2-((2,2-dimethyl-1,3-dioxolan-4-yl)methoxy)-5-fluorophenyl)pyrrolidin-1-yl)pyrazolo[1,5-a]pyrimidine-3-carboxylate). Isolated yield 24.6%. Reaction SMILES: [F:1][C:2]1[CH:3]=[CH:4][C:5]([OH:27])=[C:6]([C@H:8]2[CH2:12][CH2:11][CH2:10][N:9]2[C:13]2[CH:18]=[CH:17][N:16]3[N:19]=[CH:20][C:21]([C:22]([O:24][CH2:25][CH3:26])=[O:23])=[C:15]3[N:14]=2)[CH:7]=1.Cl[CH2:29][CH:30]1[CH2:34][O:33][C:32]([CH3:36])([CH3:35])[O:31]1.C(=O)([O-])[O-].[K+].[K+].[Br-].[Na+]>CN(C=O)C>[CH3:35][C:32]1([CH3:36])[O:31][CH:30]([CH2:29][O:27][C:5]2[CH:4]=[CH:3][C:2]([F:1])=[CH:7][C:6]=2[C@H:8]2[CH2:12][CH2:11][CH2:10][N:9]2[C:13]2[CH:18]=[CH:17][N:16]3[N:19]=[CH:20][C:21]([C:22]([O:24][CH2:25][CH3:26])=[O:23])=[C:15]3[N:14]=2)[CH2:34][O:33]1 |f:2.3.4,5.6|. Reported procedure: A mixture of (R)-ethyl 5-(2-(5-fluoro-2-hydroxyphenyl)pyrrolidin-1-yl)pyrazolo[1,5-a]pyrimidine-3-carboxylate (Example 86, Step C, 140 mg, 0.378 mmol), 4-(chloromethyl)-2,2-dimethyl-1,3-dioxolane (114 mg, 0.756 mmol), potassium carbonate (261 mg, 1.89 mmol) and sodium bromide (77.8 mg, 0.756 mmol) in dry DMF (5 mL) was heated at 100° C. for 14 days. The mixture was concentrated and the residue purified by chromatography to afford the title compound (45 mg, 25% yield). MS (apci) m/z=485.0 (M+H).